This data is from the Open Reaction Database (ORD), a public repository of structured organic reaction records. The task is: describe an organic reaction: reactants, conditions, products, and yield Starting materials: BrC=1C=C2C(=CC1)OC(C[C@@]21N=C(OCC1(F)F)N)C1=CC=CC=C1 ((2RS,4R)-6-bromo-5′,5′-difluoro-2-phenyl-5′,6′-dihydrospiro[chroman-4,4′-[1,3]oxazin]-2′-amine), N1=CN=CC(=C1)B(O)O (pyrimidin-5-ylboronic acid). Yields the product FC1([C@@]2(N=C(OC1)N)CC(OC1=CC=C(C=C12)C=1C=NC=NC1)C1=CC=CC=C1)F ((2RS,4R)-5′,5′-difluoro-2-phenyl-6-(pyrimidin-5-yl)-5′,6′-dihydrospiro[chroman-4,4′-[1,3]oxazin]-2′-amine). Yield: 22.0%. RXN SMILES: Br[C:2]1[CH:3]=[C:4]2[C@@:11]3([C:16]([F:18])([F:17])[CH2:15][O:14][C:13]([NH2:19])=[N:12]3)[CH2:10][CH:9]([C:20]3[CH:25]=[CH:24][CH:23]=[CH:22][CH:21]=3)[O:8][C:5]2=[CH:6][CH:7]=1.[N:26]1[CH:31]=[C:30](B(O)O)[CH:29]=[N:28][CH:27]=1>>[F:17][C:16]1([F:18])[CH2:15][O:14][C:13]([NH2:19])=[N:12][C@@:11]21[C:4]1[C:5](=[CH:6][CH:7]=[C:2]([C:30]3[CH:31]=[N:26][CH:27]=[N:28][CH:29]=3)[CH:3]=1)[O:8][CH:9]([C:20]1[CH:25]=[CH:24][CH:23]=[CH:22][CH:21]=1)[CH2:10]2. Reported procedure: In a manner analogous to that described in Example 19, the cross coupling reaction of (2RS,4R)-6-bromo-5′,5′-difluoro-2-phenyl-5′,6′-dihydrospiro[chroman-4,4′-[1,3]oxazin]-2′-amine (intermediate B6.3) with pyrimidin-5-ylboronic acid yielded the title compound (22% yield) as a white solid. MS (ISP): m/z=409.3 [M+H]+. The reactants are [OH-].[Na+] (sodium hydroxide), Cl (hydrochloric acid), [OH-].[Na+] (sodium hydroxide), ClC1=C(C(=O)O)C=C(C=C1I)Cl (2,5-dichloro-3-iodobenzoic acid). Reagents/catalysts: O.O.O.O.O.S(=O)(=O)([O-])[O-].[Cu+2] (copper(II) sulfate pentahydrate). Solvent: O (water). Run at temperature 100 celsius. Product: ClC1=C(C(=O)O)C=C(C=C1O)Cl (2,5-dichloro-3-hydroxybenzoic acid). Isolated yield 65.0%. Reaction SMILES: [OH-:1].[Na+].[Cl:3][C:4]1[C:12](I)=[CH:11][C:10]([Cl:14])=[CH:9][C:5]=1[C:6]([OH:8])=[O:7].Cl>O.O.O.O.O.S([O-])([O-])(=O)=O.[Cu+2].O>[Cl:3][C:4]1[C:12]([OH:1])=[CH:11][C:10]([Cl:14])=[CH:9][C:5]=1[C:6]([OH:8])=[O:7] |f:0.1,4.5.6.7.8.9.10|. Procedure details: To a flask containing 1100 mL of water was added 97.20 grams (2.43 moles) of sodium hydroxide. When the sodium hydroxide was completely dissolved, 51.34 grams (0.162 mole) of 2,5-dichloro-3-iodobenzoic acid was added, turning the solution black. To this black solution was added 26.29 grams (0.105 mole) of copper(II) sulfate pentahydrate. The reaction mixture was heated to 100° C. and maintained at this temperature for three hours. At the-conclusion of this period, the reaction mixture was cooled... Starting materials: CC(C)CC(NC(=O)OC(C)(C)C)C1CC1CCO[Si](c1ccccc1)(c1ccccc1)C(C)(C)C, CCCC[N+](CCCC)(CCCC)CCCC, C1CCOC1, [F-]. Product: CC(C)CC(NC(=O)OC(C)(C)C)C1CC1CCO. RXN SMILES: [C:1]([Si:2]([c:3]1[cH:4][cH:5][cH:25][cH:26][cH:27]1)([O:6][CH2:7][CH2:8][CH:9]1[CH:10]([CH:12]([CH2:13][CH:14]([CH3:15])[CH3:16])[NH:17][C:18]([O:19][C:20]([CH3:21])([CH3:22])[CH3:23])=[O:24])[CH2:11]1)[c:28]1[cH:29][cH:30][cH:31][cH:32][cH:33]1)([CH3:34])([CH3:35])[CH3:36].[CH2:38]([N+:39]([CH2:40][CH2:41][CH2:42][CH3:43])([CH2:44][CH2:45][CH2:46][CH3:47])[CH2:48][CH2:49][CH2:50][CH3:51])[CH2:52][CH2:53][CH3:54].[CH2:55]1[O:56][CH2:57][CH2:58][CH2:59]1.[F-:37]>>[OH:6][CH2:7][CH2:8][CH:9]1[CH:10]([CH:12]([CH2:13][CH:14]([CH3:15])[CH3:16])[NH:17][C:18]([O:19][C:20]([CH3:21])([CH3:22])[CH3:23])=[O:24])[CH2:11]1. The reactants are BrC1=CC=C(OCCO)C=C1 (2-(4-Bromophenoxy)ethanol), N1C=NC=C1 (imidazole), C1=CC=C(C=C1)P(C2=CC=CC=C2)C3=CC=CC=C3 (PPh3), II (iodine). The solvent is C1(=CC=CC=C1)C (toluene). Conditions: temperature 60 celsius, time 2 hour. Product: BrC1=CC=C(C=C1)OCCI (1-Bromo-4-(2-iodoethoxy)benzene). The yield is 67.4%. Reaction SMILES: [Br:1][C:2]1[CH:11]=[CH:10][C:5]([O:6][CH2:7][CH2:8]O)=[CH:4][CH:3]=1.N1C=CN=C1.C1C=CC(P(C2C=CC=CC=2)C2C=CC=CC=2)=CC=1.[I:36]I>C1(C)C=CC=CC=1>[Br:1][C:2]1[CH:11]=[CH:10][C:5]([O:6][CH2:7][CH2:8][I:36])=[CH:4][CH:3]=1. Procedure: To a sol. of compound 4 (39.2 g, 181 mmol) in dry toluene (500 mL) was added imidazole (61.5 g, 903 mmol), PPh3 (90 g, 343 mmol), and iodine (87.1 g, 343 mmol). This mixture was stirred at 60° C. for 2 h. The mixture was filtered over Celite, and the filtrate was concentrated under reduced pressure. Purification of the residue by FC (EtOAc/heptane 1:5→1:4→1:3→1:2→1:1) yielded the title compound (39.9 g, 67%). Reactants: BrCc1ccc2ccccc2c1, O=C([O-])[O-], [K+], [K+], CC(C)(C)OC(=O)N1CCC(c2ccc(O)cc2)C(O)C1. Yields the product CC(C)(C)OC(=O)N1CCC(c2ccc(OCc3ccc4ccccc4c3)cc2)C(O)C1. As a reaction SMILES: [Br:22][CH2:23][c:24]1[cH:25][c:26]2[cH:27][cH:28][cH:29][cH:30][c:31]2[cH:32][cH:33]1.[C:34](=[O:35])([O-:36])[O-:37].[K+:38].[K+:39].[OH:1][CH:2]1[CH2:3][N:4]([C:15](=[O:16])[O:17][C:18]([CH3:19])([CH3:20])[CH3:21])[CH2:5][CH2:6][CH:7]1[c:8]1[cH:9][cH:10][c:11]([OH:14])[cH:12][cH:13]1>>[OH:1][CH:2]1[CH2:3][N:4]([C:15](=[O:16])[O:17][C:18]([CH3:19])([CH3:20])[CH3:21])[CH2:5][CH2:6][CH:7]1[c:8]1[cH:9][cH:10][c:11]([O:14][CH2:23][c:24]2[cH:25][c:26]3[cH:27][cH:28][cH:29][cH:30][c:31]3[cH:32][cH:33]2)[cH:12][cH:13]1. Reactants: CC(C(=O)NC(C(=O)N1CCC2C1C(OCc1ccc(F)cc1)CN2C(=O)OC(C)(C)C)C(C)(C)C)N(C)C(=O)OCc1ccccc1, ClCCl, O=C(O)C(F)(F)F. Yields the product CC(C(=O)NC(C(=O)N1CCC2NCC(OCc3ccc(F)cc3)C21)C(C)(C)C)N(C)C(=O)OCc1ccccc1. RXN SMILES: [C:1]([O:2][C:3](=[O:4])[N:8]1[CH:9]2[CH:10]([CH:11]([O:13][CH2:14][c:15]3[cH:16][cH:17][c:18]([F:21])[cH:19][cH:20]3)[CH2:12]1)[N:22]([C:25]([CH:26]([C:27]([CH3:28])([CH3:29])[CH3:30])[NH:31][C:32]([CH:33]([CH3:34])[N:35]([CH3:36])[C:37](=[O:38])[O:39][CH2:40][c:41]1[cH:42][cH:43][cH:44][cH:45][cH:46]1)=[O:47])=[O:48])[CH2:23][CH2:24]2)([CH3:5])([CH3:6])[CH3:7].[Cl:56][CH2:57][Cl:58].[F:49][C:50]([F:51])([F:52])[C:53]([OH:54])=[O:55]>>[NH:8]1[CH:9]2[CH:10]([CH:11]([O:13][CH2:14][c:15]3[cH:16][cH:17][c:18]([F:21])[cH:19][cH:20]3)[CH2:12]1)[N:22]([C:25]([CH:26]([C:27]([CH3:28])([CH3:29])[CH3:30])[NH:31][C:32]([CH:33]([CH3:34])[N:35]([CH3:36])[C:37](=[O:38])[O:39][CH2:40][c:41]1[cH:42][cH:43][cH:44][cH:45][cH:46]1)=[O:47])=[O:48])[CH2:23][CH2:24]2.